describe an organic reaction: reactants, conditions, products, and yield From a dataset of the Open Reaction Database (ORD), a public repository of structured organic reaction records. The reactants are O=C(NC(=S)Nc1ncc(Br)cc1Oc1ccccc1)c1ccccc1, C1CCOC1, [Na+], [OH-], O. Product: NC(=S)Nc1ncc(Br)cc1Oc1ccccc1. RXN SMILES: [C:1](=[O:2])([c:3]1[cH:4][cH:5][cH:6][cH:7][cH:8]1)[NH:9][C:10](=[S:11])[NH:12][c:13]1[n:14][cH:15][c:16]([Br:26])[cH:17][c:18]1[O:19][c:20]1[cH:21][cH:22][cH:23][cH:24][cH:25]1.[CH2:27]1[O:28][CH2:29][CH2:30][CH2:31]1.[Na+:33].[OH-:32].[OH2:34]>>[NH2:9][C:10](=[S:11])[NH:12][c:13]1[n:14][cH:15][c:16]([Br:26])[cH:17][c:18]1[O:19][c:20]1[cH:21][cH:22][cH:23][cH:24][cH:25]1. The reactants are C1CCCC2C3=CC=CC=C3NC12 (1,2,3,4,4a,9a-hexahydrocarbazole), ClCCC(=O)Cl (3-chloropropionyl chloride). Run in CC(=O)C (acetone), CC(=O)C (acetone). The product is ClCCC(=O)N1C2=CC=CC=C2C2CCCCC12 (9-(3-chloropropionyl)-1,2,3,4,4a,9a-hexahydrocarbazole). The yield is 111.7%. RXN SMILES: [CH2:1]1[CH:13]2[CH:5]([C:6]3[C:11]([NH:12]2)=[CH:10][CH:9]=[CH:8][CH:7]=3)[CH2:4][CH2:3][CH2:2]1.[Cl:14][CH2:15][CH2:16][C:17](Cl)=[O:18]>CC(C)=O>[Cl:14][CH2:15][CH2:16][C:17]([N:12]1[CH:13]2[CH:5]([CH2:4][CH2:3][CH2:2][CH2:1]2)[C:6]2[C:11]1=[CH:10][CH:9]=[CH:8][CH:7]=2)=[O:18]. Reported procedure: To a solution of 10 g 1,2,3,4,4a,9a-hexahydrocarbazole in 30 ml acetone was added a solution of 8.3 g 3-chloropropionyl chloride in 30 ml acetone dropwise at ambient temperature and the mixture was refluxed for 1 hour. The solvent was then distilled off under reduced pressure and the residue was dissolved in 100 ml of dichloromethane and washed with 10% hydrochloric acid twice. The solution was dried over anhydrous sodium sulfate and the solvent was distilled off under reduced pressure to provid... The reactants are [I-].[K+] (potassium iodide), CSC=1C=CC2=C(C(=NCC=3N2C(=NN3)CCl)C3=CC=CC=C3)C1 (8-(methylthio)-1-(chloromethyl)-6-phenyl-4H-s-triazolo-[4,3-a][1,4]benzodiazepine), C1(CC1)N (cyclopropylamine). Run in O1CCCC1 (tetrahydrofuran). Yields the product CSC=1C=CC2=C(C(=NCC=3N2C(=NN3)CNC3CC3)C3=CC=CC=C3)C1 (8-(methylthio)-1-[(cyclopropylamino)methyl]-6-phenyl-4H-s-triazolo[4,3-a][1,4]-benzodiazepine). Reaction SMILES: [I-].[K+].[CH3:3][S:4][C:5]1[CH:6]=[CH:7][C:8]2[N:14]3[C:15]([CH2:18]Cl)=[N:16][N:17]=[C:13]3[CH2:12][N:11]=[C:10]([C:20]3[CH:25]=[CH:24][CH:23]=[CH:22][CH:21]=3)[C:9]=2[CH:26]=1.[CH:27]1([NH2:30])[CH2:29][CH2:28]1>O1CCCC1>[CH3:3][S:4][C:5]1[CH:6]=[CH:7][C:8]2[N:14]3[C:15]([CH2:18][NH:30][CH:27]4[CH2:29][CH2:28]4)=[N:16][N:17]=[C:13]3[CH2:12][N:11]=[C:10]([C:20]3[CH:25]=[CH:24][CH:23]=[CH:22][CH:21]=3)[C:9]=2[CH:26]=1 |f:0.1|. Procedure details: In the manner given in Example 1, potassium iodide and 8-(methylthio)-1-(chloromethyl)-6-phenyl-4H-s-triazolo-[4,3-a][1,4]benzodiazepine in tetrahydrofuran is treated with cyclopropylamine to give 8-(methylthio)-1-[(cyclopropylamino)methyl]-6-phenyl-4H-s-triazolo[4,3-a][1,4]-benzodiazepine. Starting materials: FC(C1=C(C=O)C=CC=C1)(F)F (2-trifluoromethylbenzaldehyde), solution, C(CCC)[Li] (n-butyl lithium), C(CCC)[Li] (butyl lithium), CC(C(=O)Cl)(C)C (trimethylacetyl chloride), C(=O)=O (dry ice), N1N=CN=C1 (1,2,4-triazole). Run in CCCCCC (hexane), C1CCOC1 (THF). Run at temperature -70 celsius, time 1 hour. Product: CC(C(=O)OC1(CN2N=CN=C2)C(C=CC=C1)C(F)(F)F)(C)C (2-(1-trimethylacetoxy-2'-trifluoromethylbenzyl)-1,2,4-triazole). RXN SMILES: [NH:1]1[CH:5]=[N:4][CH:3]=[N:2]1.C([Li])CCC.[C:11](=[O:13])=[O:12].[F:14][C:15]([F:25])([F:24])[C:16]1[CH:23]=[CH:22][CH:21]=[CH:20][C:17]=1[CH:18]=O.[CH3:26][C:27](C)([CH3:31])[C:28](Cl)=O>C1COCC1.CCCCCC>[CH3:26][C:27]([CH3:31])([CH3:28])[C:11]([O:13][C:17]1([CH:20]=[CH:21][CH:22]=[CH:23][CH:16]1[C:15]([F:25])([F:24])[F:14])[CH2:18][N:1]1[CH:5]=[N:4][CH:3]=[N:2]1)=[O:12]. Procedure details: 1.0 g of 1,2,4-triazole was dissolved in 30 ml THF and cooled with a dry ice bath. As the temperature decreased, a solid fell out of the solution. 5.8 ml of a 2.5M solution of n-butyl lithium in hexane were added while keeping the temperature below -30° C. Upon completion of addition of the butyl lithium, the dry ice bath was replaced with an ice water bath and the reaction mixture was stirred at 0° C. to 4° C. for one hour. The reaction mixture was cooled to -70° C. and 2.7 g of 2-trifluorometh... The reactants are CCOC(=O)CCCCC(C=Cc1ccccc1O)Cc1ccc(C#N)cc1, CC(C)(C)c1ccc(CBr)cc1, O=C([O-])[O-], CC#N, [K+], [K+]. Yields the product CCOC(=O)CCCCC(C=Cc1ccccc1OCc1ccc(C(C)(C)C)cc1)Cc1ccc(C#N)cc1. RXN SMILES: [C:1](#[N:2])[c:3]1[cH:4][cH:5][c:6]([CH2:7][CH:8]([CH2:9][CH2:10][CH2:11][CH2:12][C:13](=[O:14])[O:15][CH2:16][CH3:17])[CH:18]=[CH:19][c:20]2[c:21]([OH:26])[cH:22][cH:23][cH:24][cH:25]2)[cH:27][cH:28]1.[C:29]([CH3:30])([CH3:31])([CH3:32])[c:33]1[cH:34][cH:35][c:36]([CH2:37][Br:38])[cH:39][cH:40]1.[C:41](=[O:42])([O-:43])[O-:44].[CH3:47][C:48]#[N:49].[K+:45].[K+:46]>>[C:1](#[N:2])[c:3]1[cH:4][cH:5][c:6]([CH2:7][CH:8]([CH2:9][CH2:10][CH2:11][CH2:12][C:13](=[O:14])[O:15][CH2:16][CH3:17])[CH:18]=[CH:19][c:20]2[c:21]([O:26][CH2:37][c:36]3[cH:35][cH:34][c:33]([C:29]([CH3:30])([CH3:31])[CH3:32])[cH:40][cH:39]3)[cH:22][cH:23][cH:24][cH:25]2)[cH:27][cH:28]1. Procedure details: Using general procedure 1 with [(1R)-1-{(2R)-oxiran-2-yl}-2-phenyl-ethyl]carbamic acid tert-butylester (0.133 g, 0.50 mmol) and morpholine (0.220 mL, 2.50 mmol) gives the title compound. RXN SMILES: [C:1]([O:5][C:6](=[O:19])[NH:7][C@@H:8]([C@@H:16]1[CH2:18][O:17]1)[CH2:9][C:10]1[CH:15]=[CH:14][CH:13]=[CH:12][CH:11]=1)([CH3:4])([CH3:3])[CH3:2].[NH:20]1[CH2:25][CH2:24][O:23][CH2:22][CH2:21]1>>[C:1]([O:5][C:6](=[O:19])[NH:7][C@H:8]([CH2:9][C:10]1[CH:15]=[CH:14][CH:13]=[CH:12][CH:11]=1)[C@@H:16]([OH:17])[CH2:18][N:20]1[CH2:25][CH2:24][O:23][CH2:22][CH2:21]1)([CH3:4])([CH3:3])[CH3:2]. Product: C(C)(C)(C)OC(N[C@@H]([C@H](CN1CCOCC1)O)CC1=CC=CC=C1)=O ([(1R,2S)-1-Benzyl-2-hydroxy-3-morpholin-4-yl-propyl]-carbamic acid tert-butyl ester). The reactants are C(C)(C)(C)OC(N[C@H](CC1=CC=CC=C1)[C@H]1OC1)=O ([(1R)-1-{(2R)-oxiran-2-yl}-2-phenyl-ethyl]carbamic acid tert-butylester), N1CCOCC1 (morpholine).